This data is from the Open Reaction Database (ORD), a public repository of structured organic reaction records. The task is: describe an organic reaction: reactants, conditions, products, and yield The reactants are COC(=O)CBr, COc1cc(C(C)=O)ccc1O. Product: COC(=O)COc1ccc(C(C)=O)cc1OC. As a reaction SMILES: [Br:1][CH2:2][C:3](=[O:4])[O:5][CH3:6].[CH3:7][O:8][c:9]1[c:10]([OH:18])[cH:11][cH:12][c:13]([C:15]([CH3:16])=[O:17])[cH:14]1>>[CH2:2]([C:3](=[O:4])[O:5][CH3:6])[O:18][c:10]1[c:9]([O:8][CH3:7])[cH:14][c:13]([C:15]([CH3:16])=[O:17])[cH:12][cH:11]1. Reactants: O=C([O-])[O-], COCCl, [K+], [K+], CN(C)C=O, O, COc1ccc(CC(=O)Nc2sccc2-c2nn[nH]n2)cc1. The product is COCn1nnc(-c2ccsc2NC(=O)Cc2ccc(OC)cc2)n1. RXN SMILES: [C:27](=[O:28])([O-:29])[O-:30].[CH3:1][O:2][CH2:3][Cl:4].[K+:31].[K+:32].[O:33]=[CH:34][N:35]([CH3:36])[CH3:37].[OH2:38].[n:5]1[nH:6][n:7][n:8][c:9]1-[c:10]1[c:11]([NH:15][C:16]([CH2:17][c:18]2[cH:19][cH:20][c:21]([O:24][CH3:25])[cH:22][cH:23]2)=[O:26])[s:12][cH:13][cH:14]1>>[CH3:1][O:2][CH2:3][n:7]1[n:6][n:5][c:9](-[c:10]2[c:11]([NH:15][C:16]([CH2:17][c:18]3[cH:19][cH:20][c:21]([O:24][CH3:25])[cH:22][cH:23]3)=[O:26])[s:12][cH:13][cH:14]2)[n:8]1. Reactants: CO, O=C(NCC(=O)N1CCN(C(=O)c2ccccc2C(F)(F)F)CC1)c1cc(-c2cccc(OCc3ccccc3)c2)on1. The product is O=C(NCC(=O)N1CCN(C(=O)c2ccccc2C(F)(F)F)CC1)c1cc(-c2cccc(O)c2)on1. RXN SMILES: [CH3:44][OH:45].[O:1]=[C:2]([CH2:3][NH:4][C:5](=[O:6])[c:7]1[n:8][o:9][c:10](-[c:12]2[cH:13][c:14]([O:18][CH2:19][c:20]3[cH:21][cH:22][cH:23][cH:24][cH:25]3)[cH:15][cH:16][cH:17]2)[cH:11]1)[N:26]1[CH2:27][CH2:28][N:29]([C:32]([c:33]2[c:34]([C:39]([F:40])([F:41])[F:42])[cH:35][cH:36][cH:37][cH:38]2)=[O:43])[CH2:30][CH2:31]1>>[O:1]=[C:2]([CH2:3][NH:4][C:5](=[O:6])[c:7]1[n:8][o:9][c:10](-[c:12]2[cH:13][c:14]([OH:18])[cH:15][cH:16][cH:17]2)[cH:11]1)[N:26]1[CH2:27][CH2:28][N:29]([C:32]([c:33]2[c:34]([C:39]([F:40])([F:41])[F:42])[cH:35][cH:36][cH:37][cH:38]2)=[O:43])[CH2:30][CH2:31]1. The reactants are C(C)I (ethyl iodide), CCOC(=O)C (EtOAc), CC12C(OC(CC1)(C2(C)C)C(=O)OC[C@@H]2[C@@]([C@@H]2COC)(C2=CC(=CC(=C2)C(C)C)C(C)C)C)=O ((1S, 2R, 3R)-3-Methoxymethyl-2-methyl-2-(3,5-diisopropyl-phenyl)-cyclopropylmethyl 4,7,7-trimethyl-3-oxo-2-oxa-bicyclo[2.2.1]heptane-1-carboxylate), C(C)OCC1C([C@H]1CO)(C1=CC(=CC(=C1)C(C)C)C(C)C)C ((±)-[(S)-3-Ethoxymethyl-2-methyl-2-(3,5-diisopropyl-phenyl)-cyclopropyl]-methanol). The solvent is CCCCCC (hexane). The product is CC12C(OC(CC1)(C2(C)C)C(=O)OC[C@@H]2[C@@]([C@H]2COCC)(C2=CC(=CC(=C2)C(C)C)C(C)C)C)=O ((1S, 2R, 3S)-3-Ethoxymethyl-2-methyl-2-(3,5-diisopropyl-phenyl)-cyclopropylmethyl 4,7,7-trimethyl-3-oxo-2-oxa-bicyclo[2.2.1]heptane-1-carboxylate), CC12C(OC(CC1)(C2(C)C)C(=O)OC[C@H]2[C@]([C@@H]2COCC)(C2=CC(=CC(=C2)C(C)C)C(C)C)C)=O ((1R, 2S, 3R)-3-Ethoxymethyl-2-methyl-2-(3,5-diisopropyl-phenyl)-cyclopropylmethyl 4,7,7-trimethyl-3-oxo-2-oxa-bicyclo[2.2.1]heptane-1-carboxylate). Isolated yield 41.0%. RXN SMILES: [CH3:1][C:2]12[C:8]([CH3:10])([CH3:9])[C:5]([C:11]([O:13][CH2:14][C@H:15]3[C@@H:17]([CH2:18][O:19][CH3:20])[C@@:16]3([CH3:33])[C:21]3[CH:26]=[C:25]([CH:27]([CH3:29])[CH3:28])[CH:24]=[C:23]([CH:30]([CH3:32])[CH3:31])[CH:22]=3)=[O:12])([CH2:6][CH2:7]1)[O:4][C:3]2=[O:34].[CH2:35](OCC1[C@H](CO)C1(C)C1C=C(C(C)C)C=C(C(C)C)C=1)C.[CH2:57](I)C.CCOC(C)=O>CCCCCC>[CH3:1][C:2]12[C:8]([CH3:9])([CH3:10])[C:5]([C:11]([O:13][CH2:14][C@H:15]3[C@H:17]([CH2:18][O:19][CH2:20][CH3:35])[C@@:16]3([CH3:33])[C:21]3[CH:26]=[C:25]([CH:27]([CH3:28])[CH3:29])[CH:24]=[C:23]([CH:30]([CH3:32])[CH3:31])[CH:22]=3)=[O:12])([CH2:6][CH2:7]1)[O:4][C:3]2=[O:34].[CH3:1][C:2]12[C:8]([CH3:9])([CH3:10])[C:5]([C:11]([O:13][CH2:14][C@@H:15]3[C@@H:17]([CH2:18][O:19][CH2:20][CH3:57])[C@:16]3([CH3:33])[C:21]3[CH:26]=[C:25]([CH:27]([CH3:28])[CH3:29])[CH:24]=[C:23]([CH:30]([CH3:32])[CH3:31])[CH:22]=3)=[O:12])([CH2:6][CH2:7]1)[O:4][C:3]2=[O:34]. Procedure: Following a procedure similar to that for the preparation of Intermediates 41 and 42 but using Intermediate 40b as the starting material, ethyl iodide as the alkylating reagent and using 10% EtOAc in hexane as normal phase HPLC eluent afforded Intermediate 43b (59 mg, 43% yield) and Intermediate 44b (56 mg, 41% yield) as colorless oils: Starting materials: [Li]CCCC, CCOCC, Fc1cccnc1, CN(C)C=O, O. Product: O=Cc1ncccc1F. As a reaction SMILES: [CH2:1]([Li:2])[CH2:3][CH2:4][CH3:5].[CH3:19][CH2:20][O:21][CH2:22][CH3:23].[F:6][c:7]1[cH:8][n:9][cH:10][cH:11][cH:12]1.[O:13]=[CH:14][N:15]([CH3:16])[CH3:17].[OH2:18]>>[F:6][c:7]1[c:8]([CH:14]=[O:13])[n:9][cH:10][cH:11][cH:12]1. Starting materials: [Br-], C=CCC1(C)CC(c2cccc(Cl)c2)C(c2ccc(Cl)cc2)N(C(CC)CC(C)=O)C1=O, C1CCOC1, C[Mg+], Cc1ccccc1. The product is C=CCC1(C)CC(c2cccc(Cl)c2)C(c2ccc(Cl)cc2)N(C(CC)CC(C)(C)O)C1=O. Reaction SMILES: [Br-:33].[CH2:1]([CH:2]=[CH2:3])[C:4]1([CH3:32])[C:5](=[O:31])[N:6]([CH:24]([CH2:25][CH3:26])[CH2:27][C:28]([CH3:29])=[O:30])[CH:7]([c:17]2[cH:18][cH:19][c:20]([Cl:23])[cH:21][cH:22]2)[CH:8]([c:10]2[cH:11][c:12]([Cl:16])[cH:13][cH:14][cH:15]2)[CH2:9]1.[CH2:36]1[O:37][CH2:38][CH2:39][CH2:40]1.[CH3:34][Mg+:35].[CH3:41][c:42]1[cH:43][cH:44][cH:45][cH:46][cH:47]1>>[CH2:1]([CH:2]=[CH2:3])[C:4]1([CH3:32])[C:5](=[O:31])[N:6]([CH:24]([CH2:25][CH3:26])[CH2:27][C:28]([CH3:29])([OH:30])[CH3:34])[CH:7]([c:17]2[cH:18][cH:19][c:20]([Cl:23])[cH:21][cH:22]2)[CH:8]([c:10]2[cH:11][c:12]([Cl:16])[cH:13][cH:14][cH:15]2)[CH2:9]1. Starting materials: C(C#C)OCCN1C=NC=2C(=NC=3C=CC=CC3C21)N (1-[2-(2-propynyloxy)ethyl]-1H-imidazo[4,5-c]quinolin-4-amine), CC1=C(C(=CC=C1)C)I (2,6-dimethyl iodobenzene). The product is CC1=C(C(=CC=C1)C)C#CCOCCN1C=NC=2C(=NC=3C=CC=CC3C21)N (1-(2-{[3-(2,6-dimethylphenyl)-2-propynyl]oxy}ethyl)-1H-imidazo[4,5-c]quinolin-4-amine). Yield: 8.0%. As a reaction SMILES: [CH2:1]([O:4][CH2:5][CH2:6][N:7]1[C:19]2[C:18]3[CH:17]=[CH:16][CH:15]=[CH:14][C:13]=3[N:12]=[C:11]([NH2:20])[C:10]=2[N:9]=[CH:8]1)[C:2]#[CH:3].[CH3:21][C:22]1[CH:27]=[CH:26][CH:25]=[C:24]([CH3:28])[C:23]=1I>>[CH3:21][C:22]1[CH:27]=[CH:26][CH:25]=[C:24]([CH3:28])[C:23]=1[C:3]#[C:2][CH2:1][O:4][CH2:5][CH2:6][N:7]1[C:19]2[C:18]3[CH:17]=[CH:16][CH:15]=[CH:14][C:13]=3[N:12]=[C:11]([NH2:20])[C:10]=2[N:9]=[CH:8]1. Reported procedure: Using the general method of Example7, 1-[2-(2-propynyloxy)ethyl]-1H-imidazo[4,5-c]quinolin-4-amine (0.50 g, 1.88 mmol) was reacted with 2,6-dimethyl iodobenzene (0.61 g, 2.63 mmol). The crude product was purified by column chromatography eluting with 95/5 dichloromethane/methanol to provide 0.056 g of 1-(2-{[3-(2,6-dimethylphenyl)-2-propynyl]oxy}ethyl)-1H-imidazo[4,5-c]quinolin-4-amine as a solid, m.p. 200-201° C. Reactants: [C@H]1(CCC2=CC=CC=C12)NC1=NC2=CC=C(C=C2C=C1)N ((R)—N2-indan-1-yl-quinoline-2,6-diamine), FC1=CC=C(C(=O)Cl)C=C1 (4-fluorobenzoyl chloride). Product: FC1=CC=C(C(=O)NC=2C=C3C=CC(=NC3=CC2)N[C@@H]2CCC3=CC=CC=C23)C=C1 (4-Fluoro-N-[2-((R)-indan-1-ylamino)-quinolin-6-yl]-benzamide). As a reaction SMILES: [C@H:1]1([NH:10][C:11]2[CH:20]=[CH:19][C:18]3[C:13](=[CH:14][CH:15]=[C:16]([NH2:21])[CH:17]=3)[N:12]=2)[C:9]2[C:4](=[CH:5][CH:6]=[CH:7][CH:8]=2)[CH2:3][CH2:2]1.[F:22][C:23]1[CH:31]=[CH:30][C:26]([C:27](Cl)=[O:28])=[CH:25][CH:24]=1>>[F:22][C:23]1[CH:31]=[CH:30][C:26]([C:27]([NH:21][C:16]2[CH:17]=[C:18]3[C:13](=[CH:14][CH:15]=2)[N:12]=[C:11]([NH:10][C@H:1]2[C:9]4[C:4](=[CH:5][CH:6]=[CH:7][CH:8]=4)[CH2:3][CH2:2]2)[CH:20]=[CH:19]3)=[O:28])=[CH:25][CH:24]=1. Procedure details: The title compound, MS: m/e=398.6 (M+H+), was prepared in accordance with the general method 8 of example 49 from (R)—N2-indan-1-yl-quinoline-2,6-diamine and 4-fluorobenzoyl chloride. Starting materials: ClC=1C(=NC2=CC=CC=C2N1)NS(=O)(=O)C1=NN(C=C1)C(C(=O)N(C)C)(F)F (2-[3-(3-chloroquinoxalin-2-ylsulfamoyl)pyrazol-1-yl]-2,2-difluoro-N,N-dimethylacetamide), NC1=C(OCCC(C)O)C(=CC(=C1)OC)OC (4-(2-amino-4,6-dimethoxyphenoxy)butan-2-ol), material 1. The solvent is C(CC)O (1-propanol). Product: FC(C(=O)N(C)C)(N1N=C(C=C1)S(NC1=NC2=CC=CC=C2N=C1NC1=C(C(=CC(=C1)OC)OC)OCCC(C)O)(=O)=O)F (2,2-difluoro-2-(3-{3-[2-(3-hydroxybutoxy)-3,5-dimethoxyphenylamino]quinoxalin-2-ylsulfamoyl}pyrazol-1-yl)-N,N-dimethylacetamide), solid. Yield: 74.0%. As a reaction SMILES: Cl[C:2]1[C:3]([NH:12][S:13]([C:16]2[CH:20]=[CH:19][N:18]([C:21]([F:28])([F:27])[C:22]([N:24]([CH3:26])[CH3:25])=[O:23])[N:17]=2)(=[O:15])=[O:14])=[N:4][C:5]2[C:10]([N:11]=1)=[CH:9][CH:8]=[CH:7][CH:6]=2.[NH2:29][C:30]1[CH:41]=[C:40]([O:42][CH3:43])[CH:39]=[C:38]([O:44][CH3:45])[C:31]=1[O:32][CH2:33][CH2:34][CH:35]([OH:37])[CH3:36]>C(O)CC>[F:27][C:21]([F:28])([N:18]1[CH:19]=[CH:20][C:16]([S:13](=[O:15])(=[O:14])[NH:12][C:3]2[C:2]([NH:29][C:30]3[CH:41]=[C:40]([O:42][CH3:43])[CH:39]=[C:38]([O:44][CH3:45])[C:31]=3[O:32][CH2:33][CH2:34][CH:35]([OH:37])[CH3:36])=[N:11][C:10]3[C:5](=[CH:6][CH:7]=[CH:8][CH:9]=3)[N:4]=2)=[N:17]1)[C:22]([N:24]([CH3:26])[CH3:25])=[O:23]. Procedure details: 300 mg of 2-[3-(3-chloroquinoxalin-2-ylsulfamoyl)pyrazol-1-yl]-2,2-difluoro-N,N-dimethylacetamide and 258 mg of 4-(2-amino-4,6-dimethoxyphenoxy)butan-2-ol in 4 ml of 1-propanol are heated at 140° C. in a microwave-suitable glass vessel with high absorption in the microwave until starting material 1 has reacted virtually completely (about 45 minutes). The cooled reaction mixture is filtered off with suction, rinsed with 1-propanol and dried, giving 320 mg of 2,2-difluoro-2-(3-{3-[2-(3-hydroxybuto...